This data is from the Open Reaction Database (ORD), a public repository of structured organic reaction records. The task is: describe an organic reaction: reactants, conditions, products, and yield Reactants: BrC1CCCC1, CC(C)(C)O, CC(C)(C)[O-], OB(O)c1cccc(F)c1, [K+]. The product is Fc1cccc(C2CCCC2)c1. RXN SMILES: [Br:11][CH:12]1[CH2:13][CH2:14][CH2:15][CH2:16]1.[C:23]([OH:24])([CH3:25])([CH3:26])[CH3:27].[CH3:17][C:18]([CH3:19])([O-:20])[CH3:21].[F:1][c:2]1[cH:3][c:4]([B:8]([OH:9])[OH:10])[cH:5][cH:6][cH:7]1.[K+:22]>>[F:1][c:2]1[cH:3][c:4]([CH:12]2[CH2:13][CH2:14][CH2:15][CH2:16]2)[cH:5][cH:6][cH:7]1. The product is CC(C)N1CCN(Cc2ccc([N+](=O)[O-])cc2)CC1. RXN SMILES: [C:21](=[O:22])([O-:23])[O-:24].[CH3:27][C:28](=[O:29])[CH3:30].[CH:12]([CH3:13])([CH3:14])[N:15]1[CH2:16][CH2:17][NH:18][CH2:19][CH2:20]1.[K+:25].[K+:26].[N+:1](=[O:2])([O-:3])[c:4]1[cH:5][cH:6][c:7]([CH2:8][Cl:9])[cH:10][cH:11]1>>[N+:1](=[O:2])([O-:3])[c:4]1[cH:5][cH:6][c:7]([CH2:8][N:18]2[CH2:17][CH2:16][N:15]([CH:12]([CH3:13])[CH3:14])[CH2:20][CH2:19]2)[cH:10][cH:11]1. The reactants are O=C([O-])[O-], CC(C)=O, CC(C)N1CCNCC1, [K+], [K+], O=[N+]([O-])c1ccc(CCl)cc1. Reactants: C(C)(=O)OCC (ethyl acetate), ClC=1C=C(C=CC1)NC1=NC=C(C(=N1)C(F)(F)F)N (N2-(3-chlorophenyl)-4-(trifluoromethyl)pyrimidine-2,5-diamine), N1=CC=CC=C1 (pyridine), O1CCC(CC1)CC(=O)Cl (tetrahydro-2H-pyran-4-ylacetyl chloride). The solvent is ClCCl (dichloromethane), ClCCl (dichloromethane). Run at time 6 hour. The product is ClC=1C=C(C=CC1)NC1=NC=C(C(=N1)C(F)(F)F)NC(CC1CCOCC1)=O (N-{2-[(3-chlorophenyl)amino]-4-(trifluoromethyl)pyrimidin-5-yl}-2-(tetrahydro-2H-pyran-4-yl)acetamide). RXN SMILES: [Cl:1][C:2]1[CH:3]=[C:4]([NH:8][C:9]2[N:14]=[C:13]([C:15]([F:18])([F:17])[F:16])[C:12]([NH2:19])=[CH:11][N:10]=2)[CH:5]=[CH:6][CH:7]=1.N1C=CC=CC=1.[O:26]1[CH2:31][CH2:30][CH:29]([CH2:32][C:33](Cl)=[O:34])[CH2:28][CH2:27]1.C(OCC)(=O)C>ClCCl>[Cl:1][C:2]1[CH:3]=[C:4]([NH:8][C:9]2[N:14]=[C:13]([C:15]([F:17])([F:18])[F:16])[C:12]([NH:19][C:33](=[O:34])[CH2:32][CH:29]3[CH2:30][CH2:31][O:26][CH2:27][CH2:28]3)=[CH:11][N:10]=2)[CH:5]=[CH:6][CH:7]=1. Procedure details: To a mixture of N2-(3-chlorophenyl)-4-(trifluoromethyl)pyrimidine-2,5-diamine (147 mg), pyridine (62 μL), and dichloromethane (1 mL) was added a solution of the above crude tetrahydro-2H-pyran-4-ylacetyl chloride in dichloromethane (2 mL) under ice-cooling, followed by stirring at room temperature for 6 hours. To the reaction mixture was added ethyl acetate (50 mL), the organic layer was washed with a 10% aqueous citric acid solution, and then the solvent was evaporated under reduced pressure. T... The reactants are CC=1C=C(C=NC1OCC(C(F)F)(F)F)C(C)=O (1-(5-methyl-6-(2,2,3,3-tetrafluoropropoxy)pyridin-3-yl)ethanone), CC(C)(C)[S@@](=O)N ((R)-2-methylpropane-2-sulfinamide), Amine-1. The product is CC(C)(C)[S@@](=O)NC(C)C=1C=NC(=C(C1)C)OCC(C(F)F)(F)F ((R)-2-methyl-N-(1-(5-methyl-6-(2,2,3,3-tetrafluoropropoxy)pyridin-3-yl)ethyl)propane-2-sulfinamide). Yield: 77.0%. Reaction SMILES: [CH3:1][C:2]1[CH:3]=[C:4]([C:16](=O)[CH3:17])[CH:5]=[N:6][C:7]=1[O:8][CH2:9][C:10]([F:15])([F:14])[CH:11]([F:13])[F:12].[CH3:19][C:20]([S@:23]([NH2:25])=[O:24])([CH3:22])[CH3:21]>>[CH3:19][C:20]([S@:23]([NH:25][CH:16]([C:4]1[CH:5]=[N:6][C:7]([O:8][CH2:9][C:10]([F:15])([F:14])[CH:11]([F:13])[F:12])=[C:2]([CH3:1])[CH:3]=1)[CH3:17])=[O:24])([CH3:22])[CH3:21]. Procedure: The title compound is prepared in 77% yield (880 mg, clear colorless oil) from 1-(5-methyl-6-(2,2,3,3-tetrafluoropropoxy)pyridin-3-yl)ethanone (820 mg, 3.1 mmol, Step-3) and (R)-2-methylpropane-2-sulfinamide by the similar manner in Step-4 of Amine-1. Yields the product NCCCCCCCCCCNC=O (1-amino-10-formamido-decane). Reactants: NCCCCCCCCCCN (1,10-diaminodecane), C(C)OC=O (ethylformate). As a reaction SMILES: [NH2:1][CH2:2][CH2:3][CH2:4][CH2:5][CH2:6][CH2:7][CH2:8][CH2:9][CH2:10][CH2:11][NH2:12].[CH2:13]([O:15]C=O)C>C(O)C>[NH2:1][CH2:2][CH2:3][CH2:4][CH2:5][CH2:6][CH2:7][CH2:8][CH2:9][CH2:10][CH2:11][NH:12][CH:13]=[O:15]. Procedure details: 1,10-diaminodecane (6.88 g, 40 mmol) were dissolved in 100 ml of ethanol and 3.22 ml of ethylformate was added. The reaction mixture was stirred at room temperature under a nitrogen atmosphere for 18 hours and evaporated to dryness. The residue was chromatographed on a silica gel column using 25% methanol/methylenechloride as the eluent to obtain 4 g of the title product. Solvent: C(C)O (ethanol). Conditions: time 18 hour. Reported procedure: A solution of 1,3-cycloheptadione (2 g, mmol) was heated to reflux for 1 hour with dimethylforamide dimethylacetal (15 mL). The reaction mixture was concentrated and triturated with ether to yield 1.8 g of 2-dimethylaminomethylene-cycloheptane-1,3-dione. A solution of 2-dimethylaminomethylene-cycloheptane-1,3-dione (0.52 g, 2.9 mmol) and t-butylhydrazine hydrochloride (0.44 g, 3.5 mmol) in n-butanol (25 mL) and 0.3 mL of acetic acid was heated to reflux for 16 hours. The solvents were evaporated... The solvent is C(CCC)O (n-butanol), C(C)(=O)O (acetic acid). Starting materials: CN(C)C=C1C(CCCCC1=O)=O (2-dimethylaminomethylene-cycloheptane-1,3-dione), Cl.C(C)(C)(C)NN (t-butylhydrazine hydrochloride). The product is C(C)(C)(C)N1N=CC2=C1CCCCC2=O (1-tert-butyl-5,6,7,8-tetrahydrocyclohepta[c]pyrazol-4(1H)-one). As a reaction SMILES: C[N:2]([CH:4]=[C:5]1[C:11](=O)[CH2:10][CH2:9][CH2:8][CH2:7][C:6]1=[O:13])C.Cl.[C:15]([NH:19]N)([CH3:18])([CH3:17])[CH3:16]>C(O)CCC.C(O)(=O)C>[C:15]([N:19]1[C:11]2[CH2:10][CH2:9][CH2:8][CH2:7][C:6](=[O:13])[C:5]=2[CH:4]=[N:2]1)([CH3:18])([CH3:17])[CH3:16] |f:1.2|. Reactants: N1=C(C=NC2=CC=CC=C12)C=1C=C(C=CC1)N ((3-quinoxalin-2-ylphenyl)amine), C(CC(=O)OCC)(=O)OCC (dietyl malonate). Solvent: C(C)(=O)OCC (ethyl acetate), C(C)(=O)OCC (ethyl acetate). Product: O=C(CC(=O)OCC)NC1=CC(=CC=C1)C1=NC2=CC=CC=C2N=C1 (ethyl 3-oxo-3-(3-(quinoxalin-2-yl)phenylamino)propanoate). Yield: 19.8%. RXN SMILES: [N:1]1[C:10]2[C:5](=[CH:6][CH:7]=[CH:8][CH:9]=2)[N:4]=[CH:3][C:2]=1[C:11]1[CH:12]=[C:13]([NH2:17])[CH:14]=[CH:15][CH:16]=1.[C:18](OCC)(=[O:25])[CH2:19][C:20]([O:22][CH2:23][CH3:24])=[O:21]>C(OCC)(=O)C>[O:25]=[C:18]([NH:17][C:13]1[CH:14]=[CH:15][CH:16]=[C:11]([C:2]2[CH:3]=[N:4][C:5]3[C:10](=[CH:9][CH:8]=[CH:7][CH:6]=3)[N:1]=2)[CH:12]=1)[CH2:19][C:20]([O:22][CH2:23][CH3:24])=[O:21]. Reported procedure: A slurry of (3-quinoxalin-2-ylphenyl)amine (200 mg, 0.904 mmol) and dietyl malonate (1.4 mL, 9.04 mmol) was heated at 160° C. in a Dean-Stark vial (Glass Solutions) for 5 hrs. The reaction mixture was diluted with ethyl acetate (25 mL), the organic phase was washed with water (20 mL) and brine (20 mL), dried over sodium sulphate, the solvent evaporated in vacuo and the residue dissolved in DCM (2 mL). The solution was loaded on a Isolute 20 g silica gel column and purified by flash chromatograph... Starting materials: C1(=CC=CC=C1)C1=CC=CC=C1 (Biphenyl), ClS(=O)(=O)O (Chlorosulfonic acid). Solvent: C(Cl)(Cl)Cl (chloroform). Reaction conditions: time 8 hour. The product is C1(=CC=C(C=C1)S(=O)(=O)O)C1=CC=CC=C1 (biphenyl-4-sulfonic acid). RXN SMILES: [C:1]1([C:7]2[CH:12]=[CH:11][CH:10]=[CH:9][CH:8]=2)[CH:6]=[CH:5][CH:4]=[CH:3][CH:2]=1.Cl[S:14]([OH:17])(=[O:16])=[O:15]>C(Cl)(Cl)Cl>[C:1]1([C:7]2[CH:8]=[CH:9][CH:10]=[CH:11][CH:12]=2)[CH:6]=[CH:5][C:4]([S:14]([OH:17])(=[O:16])=[O:15])=[CH:3][CH:2]=1. Procedure: Biphenyl (46.3 g, 0.3 mol) was dissolved in 500 ml of chloroform. The solution was cooled in an ice/water bath. Chlorosulfonic acid (19.9 ml, 1 eq) was added dropwise over 30 min. The ice/water bath was removed and the reaction mixture was stirred at room temperature overnight. The reaction mixture was filtered and the solid was washed with CHCl3 to provide 41.2 g of biphenyl-4-sulfonic acid as a white solid.